Dataset: the Open Reaction Database (ORD), a public repository of structured organic reaction records. Task: describe an organic reaction: reactants, conditions, products, and yield Starting materials: CCOC(C)=O, O=C1CCN(c2ccc([N+](=O)[O-])cc2F)CC1, [Fe], [Na+], [Na+], O=C([O-])[O-]. Yields the product Nc1ccc(N2CCC(=O)CC2)c(F)c1. As a reaction SMILES: [CH3:24][CH2:25][O:26][C:27](=[O:28])[CH3:29].[F:1][c:2]1[c:3]([N:11]2[CH2:12][CH2:13][C:14](=[O:17])[CH2:15][CH2:16]2)[cH:4][cH:5][c:6]([N+:8]([O-:9])=[O:10])[cH:7]1.[Fe:30].[Na+:18].[Na+:19].[O-:20][C:21](=[O:22])[O-:23]>>[F:1][c:2]1[c:3]([N:11]2[CH2:12][CH2:13][C:14](=[O:17])[CH2:15][CH2:16]2)[cH:4][cH:5][c:6]([NH2:8])[cH:7]1. As a reaction SMILES: P(Cl)(Cl)(Cl)=O.CN(C)[CH:8]=[O:9].[CH3:11][CH:12]([N:14]1[C:23]2[C:18](=[CH:19][CH:20]=[CH:21][CH:22]=2)[CH2:17][CH2:16][CH2:15]1)[CH3:13].C(=O)([O-])O.[Na+]>>[CH3:13][CH:12]([N:14]1[C:23]2[C:18](=[CH:19][C:20]([CH:8]=[O:9])=[CH:21][CH:22]=2)[CH2:17][CH2:16][CH2:15]1)[CH3:11] |f:3.4|. Reaction conditions: time 30 minute. Procedure: 18.6 g (0.12 mol) of phosphorus oxychloride was dropped into 29.2 g (0.4 mol) of N,N-dimethylformamide under cooling with ice. The obtained mixture was stirred at room temperature for 30 minutes and cooled again on an ice bath. 17.5 g (0.1 mol) of 1-(1-methylethyl)-1,2,3,4-tetrahydroquinoline was gradually dropped into the resulting mixture. The mixture thus obtained was stirred at room temperature for one hour and poured onto ice-water. The resulting mixture was neutralized with an aqueous solu... Isolated yield 56.1%. The product is CC(C)N1CCCC2=CC(=CC=C12)C=O (1-(1-methylethyl)-1,2,3,4-tetrahydroquinoline-6-carbaldehyde). Reactants: C(O)([O-])=O.[Na+] (sodium hydrogencarbonate), P(=O)(Cl)(Cl)Cl (phosphorus oxychloride), CN(C=O)C (N,N-dimethylformamide), CC(C)N1CCCC2=CC=CC=C12 (1-(1-methylethyl)-1,2,3,4-tetrahydroquinoline). The reactants are OC=1C(=C(C(=O)O)C(=C(C1)O)CCC)C (3,5-dihydroxy-2-methyl-6-propyl benzoic acid), ClC(CO)(Cl)Cl (2,2,2-trichloroethanol), S(O)(O)(=O)=O (sulfuric acid). Solvent: C1(=CC=CC=C1)C (toluene). Product: OC=1C(=C(C(=O)OCC(Cl)(Cl)Cl)C(=C(C1)O)CCC)C (2,2,2-trichloroethyl 3,5-dihydroxy-2-methyl-6-propylbenzoate). The yield is 87.4%. Reaction SMILES: [OH:1][C:2]1[C:3]([CH3:15])=[C:4]([C:8]([CH2:12][CH2:13][CH3:14])=[C:9]([OH:11])[CH:10]=1)[C:5]([OH:7])=[O:6].[Cl:16][C:17]([Cl:21])([Cl:20])[CH2:18]O.S(=O)(=O)(O)O>C1(C)C=CC=CC=1>[OH:1][C:2]1[C:3]([CH3:15])=[C:4]([C:8]([CH2:12][CH2:13][CH3:14])=[C:9]([OH:11])[CH:10]=1)[C:5]([O:7][CH2:18][C:17]([Cl:21])([Cl:20])[Cl:16])=[O:6]. Procedure: A mixture of 5.0 g of 3,5-dihydroxy-2-methyl-6-propyl benzoic acid, 4.48 g of 2,2,2-trichloroethanol, and 0, 1 ml of 98% sulfuric acid in 40 ml of toluene was heated at reflux for 3 hours, water being constantly removed by a Dean-Stark trap. The mixture was cooled, diluted with 80 ml of ethyl acetate and washed with brine. The organic layer was dried over sodium sulfate, and the solvent was evaporated in vacuo. Chromatography of the residue on silica gel using acetone/hexane (1:6, v/v) as eluent... Starting materials: N1(CCCC2=CC=CC=C12)C1=NC=NC2=CC=C(C=C12)C=1C=C2C(=NC1)NC=C2 (4-(3,4-dihydro-2H-quinolin-1-yl)-6-(1H-pyrrolo[2,3-b]pyridin-5-yl)-quinazoline), CC1(OB(OC1(C)C)C=1C=C2C(=NC1)N(C=C2)[Si](C(C)C)(C(C)C)C(C)C)C (5-(4,4,5,5-tetramethyl-1,3,2-dioxaborolan-2-yl)-1-triisopropylsilanyl-1H-pyrrolo[2,3-b]pyridine), C(O)([O-])=O.[Na+] (sodium hydrogencarbonate). Reagents/catalysts: Cl[Pd]([P](C1=CC=CC=C1)(C2=CC=CC=C2)C3=CC=CC=C3)([P](C4=CC=CC=C4)(C5=CC=CC=C5)C6=CC=CC=C6)Cl (PdCl2(PPh3)2). Solvent: O1CCOCC1 (dioxane), O (water), CC(OCC)=O (EA). Yields the product N1(CCCC2=CC=CC=C12)C1=NC=NC2=CC=C(C=C12)C=1C=C2C(=NC1)N(C=C2)[Si](C(C)C)(C(C)C)C(C)C (4-(3,4-dihydro-2H-quinolin-1-yl)-6-(1-triisopropylsilanyl-1H-pyrrolo[2,3-b]pyridin-5-yl)-quinazoline). The yield is 56.6%. Reaction SMILES: [N:1]1([C:11]2[C:20]3[C:15](=[CH:16][CH:17]=[C:18]([C:21]4[CH:22]=[C:23]5[CH:29]=[CH:28][NH:27][C:24]5=[N:25][CH:26]=4)[CH:19]=3)[N:14]=[CH:13][N:12]=2)[C:10]2[C:5](=[CH:6][CH:7]=[CH:8][CH:9]=2)[CH2:4][CH2:3][CH2:2]1.CC1(C)C(C)(C)OB(C2C=C3C=CN([Si:47]([CH:54]([CH3:56])[CH3:55])([CH:51]([CH3:53])[CH3:52])[CH:48]([CH3:50])[CH3:49])C3=NC=2)O1.C(=O)([O-])O.[Na+]>O1CCOCC1.O.CC(=O)OCC.Cl[Pd](Cl)([P](C1C=CC=CC=1)(C1C=CC=CC=1)C1C=CC=CC=1)[P](C1C=CC=CC=1)(C1C=CC=CC=1)C1C=CC=CC=1>[N:1]1([C:11]2[C:20]3[C:15](=[CH:16][CH:17]=[C:18]([C:21]4[CH:22]=[C:23]5[CH:29]=[CH:28][N:27]([Si:47]([CH:54]([CH3:56])[CH3:55])([CH:51]([CH3:53])[CH3:52])[CH:48]([CH3:50])[CH3:49])[C:24]5=[N:25][CH:26]=4)[CH:19]=3)[N:14]=[CH:13][N:12]=2)[C:10]2[C:5](=[CH:6][CH:7]=[CH:8][CH:9]=2)[CH2:4][CH2:3][CH2:2]1 |f:2.3,^1:78,97|. Procedure details: 0.25 g of 4-(3,4-dihydro-2H-quinolin-1-yl)-6-(1H-pyrrolo[2,3-b]pyridin-5-yl)-quinazoline, 0.31 g of 5-(4,4,5,5-tetramethyl-1,3,2-dioxaborolan-2-yl)-1-triisopropylsilanyl-1H-pyrrolo[2,3-b]pyridine, 0.16 g of sodium hydrogencarbonate and 90 mg of PdCl2(PPh3)2 in 5.00 ml of dioxane and 0.50 ml of water are heated at 90° C. under nitrogen in a flask until the reaction is complete (HPLC check, about 18 hours). The cooled reaction solution is diluted with EA and washed 3 times with water. The organic ... The reactants are COC1=C(C=CC=C1)C1=NC=C(C=C1[N+](=O)[O-])C1=C(C=CC=C1)OC (2,5-bis(2-methoxyphenyl)-3-nitropyridine), O.O.[Sn](Cl)Cl (tin(II) chloride dihydrate). Solvent: CCOC(=O)C (EtOAc), CCOC(=O)C (EtOAc). Conditions: temperature 65 celsius, time 2 hour. The product is COC1=C(C=CC=C1)C1=NC=C(C=C1N)C1=C(C=CC=C1)OC (2,5-Bis(2-methoxyphenyl)-3-pyridinamine). Reaction SMILES: [CH3:1][O:2][C:3]1[CH:8]=[CH:7][CH:6]=[CH:5][C:4]=1[C:9]1[C:14]([N+:15]([O-])=O)=[CH:13][C:12]([C:18]2[CH:23]=[CH:22][CH:21]=[CH:20][C:19]=2[O:24][CH3:25])=[CH:11][N:10]=1.O.O.[Sn](Cl)Cl>CCOC(C)=O>[CH3:1][O:2][C:3]1[CH:8]=[CH:7][CH:6]=[CH:5][C:4]=1[C:9]1[C:14]([NH2:15])=[CH:13][C:12]([C:18]2[CH:23]=[CH:22][CH:21]=[CH:20][C:19]=2[O:24][CH3:25])=[CH:11][N:10]=1 |f:1.2.3|. Procedure details: To a stirred mixture of 2,5-bis(2-methoxyphenyl)-3-nitropyridine (97.3 mg, 0.29 mmol) in EtOAc (5.0 mL) was added tin(II) chloride dihydrate (0.33 g, 1.45 mmol) in portions. Upon complete addition of the reducing agent, the mixture was carefully heated to 65° C. After 2 h, the reaction was cooled to rt and diluted with EtOAc, then washed with 1M NaOH (15 mL), water (15 mL), and brine (15 mL). After drying over anhydrous sodium sulfate and filtration, the organic solvent was removed under reduced... Starting materials: C(C1=CC=CC=C1)OC=1C2=C(N3C1C(N(CC3)C)=O)C(=CN(C2=O)CC2=CC(=C(C=C2)F)Cl)C (10-(benzyloxy)-2-(3-chloro-4-fluorobenzyl)-4,8-dimethyl-7,8-dihydropyrido-[3′,4′:4,5]pyrrolo[1,2-a]pyrazine-1,9(2H,6H)-dione), C(C)O (ethanol). The reagents and catalysts are [Pd] (Pd/C). Solvent: C(C)(=O)O (acetic acid). Reaction conditions: time 1 hour. The product is ClC=1C=C(CN2C(C=3C(=C4N(CCN(C4=O)C)C3C(=C2)C)O)=O)C=CC1F (2-(3-Chloro-4-fluorobenzyl)-10-hydroxy-4,8-dimethyl-7,8-dihydropyrido-[3′,4′:4,5]pyrrolo[1,2-a]pyrazine-1,9(2H,6H)-dione). Reaction SMILES: C([O:8][C:9]1[C:10]2[C:23](=[O:24])[N:22]([CH2:25][C:26]3[CH:31]=[CH:30][C:29]([F:32])=[C:28]([Cl:33])[CH:27]=3)[CH:21]=[C:20]([CH3:34])[C:11]=2[N:12]2[CH2:17][CH2:16][N:15]([CH3:18])[C:14](=[O:19])[C:13]=12)C1C=CC=CC=1.C(O)C>[Pd].C(O)(=O)C>[Cl:33][C:28]1[CH:27]=[C:26]([CH:31]=[CH:30][C:29]=1[F:32])[CH2:25][N:22]1[CH:21]=[C:20]([CH3:34])[C:11]2[N:12]3[CH2:17][CH2:16][N:15]([CH3:18])[C:14](=[O:19])[C:13]3=[C:9]([OH:8])[C:10]=2[C:23]1=[O:24]. Procedure details: A mixture of 10-(benzyloxy)-2-(3-chloro-4-fluorobenzyl)-4,8-dimethyl-7,8-dihydropyrido-[3′,4′:4,5]pyrrolo[1,2-a]pyrazine-1,9(2H,6H)-dione (0.20 g, 0.40 mmol) and 5% Pd/C (40 mg) in a mixture ethanol (100 mL) and acetic acid (11 mL) was stirred under an atmosphere of hydrogen gas (1 atm) at room temperature for 1 hr. The reaction mixture was filtered through a pad of Celite. The filtrate was concentrated under vacuum, and the residue subjected to reverse phase HPLC purification. Collection and ly... Reactants: C(C)(C)(C)OC(=O)N(C)CC=1C=CC=C2C(=CNC12)\C=C\1/OC2=C(C1=O)C=CC(=C2CN2CCN(CC2)C(=O)OC(C)(C)C)O (tert-butyl (Z)-4-({2-[(7-{[tert-butoxycarbonyl(methyl)-amino]methyl}-1H-indol-3-yl)methylene]-6-hydroxy-3-oxo-2,3-dihydrobenzofuran-7-yl}methyl)piperazine-1-carboxylate), solution, Cl (hydrogen chloride). The solvent is C(Cl)Cl (methylene chloride), O1CCOCC1 (1,4-dioxane). Yields the product Cl.Cl.Cl.OC1=C(C2=C(C(/C(/O2)=C/C2=CNC3=C(C=CC=C23)CNC)=O)C=C1)CN1CCNCC1 ((Z)-6-hydroxy-2-({7-[(methylamino)methyl]-1H-indol-3-yl}methylene)-7-(piperazin-1-ylmethyl)benzofuran-3(2H)-one trihydrochloride). Reaction SMILES: C(O[C:6]([N:8]([CH2:10][C:11]1[CH:12]=[CH:13][CH:14]=[C:15]2[C:19]=1[NH:18][CH:17]=[C:16]2/[CH:20]=[C:21]1\[O:22][C:23]2[C:30]([CH2:31][N:32]3[CH2:37][CH2:36][N:35](C(OC(C)(C)C)=O)[CH2:34][CH2:33]3)=[C:29]([OH:45])[CH:28]=[CH:27][C:24]=2[C:25]\1=[O:26])C)=O)(C)(C)C.[ClH:46]>C(Cl)Cl.O1CCOCC1>[ClH:46].[ClH:46].[ClH:46].[OH:45][C:29]1[CH:28]=[CH:27][C:24]2[C:25](=[O:26])/[C:21](=[CH:20]/[C:16]3[C:15]4[C:19](=[C:11]([CH2:10][NH:8][CH3:6])[CH:12]=[CH:13][CH:14]=4)[NH:18][CH:17]=3)/[O:22][C:23]=2[C:30]=1[CH2:31][N:32]1[CH2:33][CH2:34][NH:35][CH2:36][CH2:37]1 |f:4.5.6.7|. Conditions: time 4 hour. Yield: 72.0%. Procedure details: A solution of tert-butyl (Z)-4-({2-[(7-{[tert-butoxycarbonyl(methyl)-amino]methyl}-1H-indol-3-yl)methylene]-6-hydroxy-3-oxo-2,3-dihydrobenzofuran-7-yl}methyl)piperazine-1-carboxylate (0.044 g, 0.071 mmol) in methylene chloride (2.0 mL) was added with a 4 M solution of hydrogen chloride in 1,4-dioxane (2.0 mL), and then the mixture was stirred at room temperature for 4 hours. The mixture was azeotroped twice with toluene under reduced pressure, and then the residual solid was suspended in a mixed... Starting materials: CC(C)(C)OC(=O)N1Cc2ccc(Br)cc2C1, [Li]CCCC, C1CCOC1, CN1CCC(=O)CC1. The product is CN1CCC(O)(c2ccc3c(c2)CN(C(=O)OC(C)(C)C)C3)CC1. RXN SMILES: [C:6]([CH3:7])([CH3:8])([CH3:9])[O:10][C:11](=[O:12])[N:13]1[CH2:14][c:15]2[cH:16][cH:17][c:18]([Br:22])[cH:19][c:20]2[CH2:21]1.[CH2:1]([Li:2])[CH2:3][CH2:4][CH3:5].[CH2:31]1[O:32][CH2:33][CH2:34][CH2:35]1.[CH3:23][N:24]1[CH2:25][CH2:26][C:27](=[O:30])[CH2:28][CH2:29]1>>[C:6]([CH3:7])([CH3:8])([CH3:9])[O:10][C:11](=[O:12])[N:13]1[CH2:14][c:15]2[cH:16][cH:17][c:18]([C:27]3([OH:30])[CH2:26][CH2:25][N:24]([CH3:23])[CH2:29][CH2:28]3)[cH:19][c:20]2[CH2:21]1. Reactants: C(C1=CC=CC=C1)OC1=C(N=C(N(C1=O)C)SC)C(=O)OC (methyl 5-(benzyloxy)-1-methyl-2-(methylthio)-6-oxo-1,6-dihydropyrimidine-4-carboxylate), CO (MeOH), C(Cl)Cl (DCM), OOS(=O)[O-].[K+] (oxone). Solvent: O (water). Reaction conditions: time 5 hour. The product is COC(=O)C=1N=C(N(C(C1OCC1=CC=CC=C1)=O)C)S(=O)(=O)C (5-benzyloxy-2-methanesulfonyl-1-methyl-6-oxo-1,6-dihydro-pyrimidine-4-carboxylic acid methyl ester). Yield: 60.0%. RXN SMILES: [CH2:1]([O:8][C:9]1[C:14](=[O:15])[N:13]([CH3:16])[C:12](SC)=[N:11][C:10]=1[C:19]([O:21][CH3:22])=[O:20])[C:2]1[CH:7]=[CH:6][CH:5]=[CH:4][CH:3]=1.[CH3:23]O.C(Cl)Cl.O[O:29][S:30]([O-:32])=O.[K+]>O>[CH3:22][O:21][C:19]([C:10]1[N:11]=[C:12]([S:30]([CH3:23])(=[O:32])=[O:29])[N:13]([CH3:16])[C:14](=[O:15])[C:9]=1[O:8][CH2:1][C:2]1[CH:7]=[CH:6][CH:5]=[CH:4][CH:3]=1)=[O:20] |f:3.4|. Procedure details: In a 1 L round-bottomed flask, methyl 5-(benzyloxy)-1-methyl-2-(methylthio)-6-oxo-1,6-dihydropyrimidine-4-carboxylate (5.57 g, 17.4 mmol) was combined with MeOH (400 ml) and DCM (50 ml). A solution of oxone (21.4 g, 34.8 mmol) in water (100 ml) was added. The mixture was stirred at room temperature for 5 hours and then evaporated to dryness. The residue was taken up into EtOAc, washed with 3N NaOH aqueous solution, water, and brine, dried over Na2SO4 and concentrated under reduced pressure to gi...